Task: describe an organic reaction: reactants, conditions, products, and yield. Dataset: the Open Reaction Database (ORD), a public repository of structured organic reaction records Reactants: C1COCCO1, CNC1CCCCC1NC, CCOC(C)=O, CC(Nc1nc(Cl)cc(Cl)n1)c1ccc(F)cc1, I[Cu]I, [K+], [K+], [K+], O=P([O-])([O-])[O-], CCOC(=O)c1cn[nH]c1. Product: CCOC(=O)c1cnn(-c2cc(Cl)nc(NC(C)c3ccc(F)cc3)n2)c1. RXN SMILES: [CH2:56]1[O:57][CH2:58][CH2:59][O:60][CH2:61]1.[CH3:29][NH:30][CH:31]1[CH2:32][CH2:33][CH2:34][CH2:35][CH:36]1[NH:37][CH3:38].[CH3:47][CH2:48][O:49][C:50](=[O:51])[CH3:52].[Cl:1][c:2]1[n:3][c:4]([NH:9][CH:10]([CH3:11])[c:12]2[cH:13][cH:14][c:15]([F:18])[cH:16][cH:17]2)[n:5][c:6]([Cl:8])[cH:7]1.[Cu:53]([I:54])[I:55].[K+:44].[K+:45].[K+:46].[P:39]([O-:40])([O-:41])([O-:42])=[O:43].[nH:19]1[n:20][cH:21][c:22]([C:24](=[O:25])[O:26][CH2:27][CH3:28])[cH:23]1>>[c:2]1(-[n:19]2[n:20][cH:21][c:22]([C:24](=[O:25])[O:26][CH2:27][CH3:28])[cH:23]2)[n:3][c:4]([NH:9][CH:10]([CH3:11])[c:12]2[cH:13][cH:14][c:15]([F:18])[cH:16][cH:17]2)[n:5][c:6]([Cl:8])[cH:7]1. Reactants: COC(=C)C (2-methoxypropene), C(O)([O-])=O.[Na+] (sodium hydrogencarbonate), C(C1=CC=CC=C1)OCC(CC(CO)NC(OC(C)(C)C)=O)C(C)C (tert-butyl (3-benzyloxymethyl-1-hydroxymethyl-4-methylpentyl)carbamate), O.C1(=CC=C(C=C1)S(=O)(=O)O)C (p-toluenesulphonic acid monohydrate). The solvent is ClCCl (dichloromethane). Run at time 22 hour. Product: C(C1=CC=CC=C1)OCC(CC1N(C(OC1)(C)C)C(=O)OC(C)(C)C)C(C)C (tert-Butyl 4-(2-benzyloxymethyl-3-methylbutyl)-2,2-dimethyloxazolidine-3-carboxylate), SiO2. Reaction SMILES: [CH2:1]([O:8][CH2:9][CH:10]([CH:23]([CH3:25])[CH3:24])[CH2:11][CH:12]([NH:15][C:16](=[O:22])[O:17][C:18]([CH3:21])([CH3:20])[CH3:19])[CH2:13][OH:14])[C:2]1[CH:7]=[CH:6][CH:5]=[CH:4][CH:3]=1.O.[C:27]1(C)[CH:32]=CC(S(O)(=O)=O)=C[CH:28]=1.COC(C)=C.C(=O)([O-])O.[Na+]>ClCCl>[CH2:1]([O:8][CH2:9][CH:10]([CH:23]([CH3:25])[CH3:24])[CH2:11][CH:12]1[CH2:13][O:14][C:27]([CH3:32])([CH3:28])[N:15]1[C:16]([O:17][C:18]([CH3:19])([CH3:20])[CH3:21])=[O:22])[C:2]1[CH:3]=[CH:4][CH:5]=[CH:6][CH:7]=1 |f:1.2,4.5|. Procedure details: A solution of 14.70 g of tert-butyl (3-benzyloxymethyl-1-hydroxymethyl-4-methylpentyl)carbamate and 0.24 g of p-toluenesulphonic acid monohydrate in 82 ml of dichloromethane at 0° C. is admixed with 8.2 ml of 2-methoxypropene. After 22 hours at room temperature, the mixture is poured onto 1M aqueous sodium hydrogencarbonate solution and extracted with tert-butyl methyl ether (2×)—the combined organic phases are washed with brine, dried over sodium sulphate and concentrated by evaporation. The ti... The reactants are ice water, B(Br)(Br)Br (boron bromide), COC1=CC=2C=3C(=C4C(=C(C3NC2C=C1)C=O)C=CN=C4)C (9-Methoxy-11-methyl-6H-pyrido [4,3-b] carbazole-5-carboxaldehyde). Run in C(Cl)Cl (methylene chloride), C(Cl)Cl (methylene chloride), C(Cl)Cl (CH2Cl2). Run at time 6 hour. Product: OC1=CC=2C=3C(=C4C(=C(C3NC2C=C1)C=O)C=CN=C4)C (9-Hydroxy-11-methyl-6H-pyrido [4,3-b] carbazole-5-carboxaldehyde). As a reaction SMILES: B(Br)(Br)Br.C[O:6][C:7]1[CH:19]=[CH:18][C:17]2[NH:16][C:15]3[C:14]([CH:20]=[O:21])=[C:13]4[CH:22]=[CH:23][N:24]=[CH:25][C:12]4=[C:11]([CH3:26])[C:10]=3[C:9]=2[CH:8]=1>C(Cl)Cl>[OH:6][C:7]1[CH:19]=[CH:18][C:17]2[NH:16][C:15]3[C:14]([CH:20]=[O:21])=[C:13]4[CH:22]=[CH:23][N:24]=[CH:25][C:12]4=[C:11]([CH3:26])[C:10]=3[C:9]=2[CH:8]=1. Procedure details: A solution of 1.6 g (0.6 mL) of boron bromide in 5 mL of dry methylene chloride was added dropwise to a stirred suspension of 200 mg of the methoxyaldehyde 38 in 50 mL of dry CH2Cl2 at -78° C. The stirred suspension was allowed to warm to room temperature and stirred for an additional 6 hours. The mixture was cooled in an ice bath and about 5 mL of ice-water was added after 30 minutes the methylene chloride layer was separated under nitrogen. The aqueous brown suspension was cooled in an ice-bat... Reactants: OC1=C(C=C(C=C1)CCC1C(NC(O1)=O)=O)OC (5-[2-(4-hydroxy-3-methoxyphenyl)ethyl]-2,4-oxazolidinedione), ClCC=1N=C(OC1C)C1=CC=CC=C1 (4-chloromethyl-5-methyl-2-phenyloxazole). Yields the product CC1=C(N=C(O1)C1=CC=CC=C1)COC1=C(C=C(C=C1)CCC1C(NC(O1)=O)=O)OC (5-[2-[4-(5-methyl-2-phenyl-4-oxazolylmethoxy)-3-methoxyphenyl]ethyl]-2,4-oxazolidinedione). RXN SMILES: [OH:1][C:2]1[CH:7]=[CH:6][C:5]([CH2:8][CH2:9][CH:10]2[O:14][C:13](=[O:15])[NH:12][C:11]2=[O:16])=[CH:4][C:3]=1[O:17][CH3:18].Cl[CH2:20][C:21]1[N:22]=[C:23]([C:27]2[CH:32]=[CH:31][CH:30]=[CH:29][CH:28]=2)[O:24][C:25]=1[CH3:26]>>[CH3:26][C:25]1[O:24][C:23]([C:27]2[CH:28]=[CH:29][CH:30]=[CH:31][CH:32]=2)=[N:22][C:21]=1[CH2:20][O:1][C:2]1[CH:7]=[CH:6][C:5]([CH2:8][CH2:9][CH:10]2[O:14][C:13](=[O:15])[NH:12][C:11]2=[O:16])=[CH:4][C:3]=1[O:17][CH3:18]. Reported procedure: In substantially the same manner as in Working Example 9, 5-[2-(4-hydroxy-3-methoxyphenyl)ethyl]-2,4-oxazolidinedione was reacted with 4-chloromethyl-5-methyl-2-phenyloxazole to obtain 5-[2-[4-(5-methyl-2-phenyl-4-oxazolylmethoxy)-3-methoxyphenyl]ethyl]-2,4-oxazolidinedione, which was recrystallized from ethyl acetate-chloroform to give colorless prisms, m.p.194-195° C. Starting materials: OBO, CN1C(=O)CN=C(Cl)c2cc(-c3ccccc3)ccc21, OB(O)c1ccccc1Cl, c1ccccc1. The product is CN1C(=O)CN=C(c2ccccc2Cl)c2cc(-c3ccccc3)ccc21. RXN SMILES: [BH:21]([OH:22])[OH:23].[Cl:1][C:2]1=[N:8][CH2:7][C:6](=[O:9])[N:5]([CH3:10])[c:4]2[c:3]1[cH:14][c:13](-[c:15]1[cH:16][cH:17][cH:18][cH:19][cH:20]1)[cH:12][cH:11]2.[Cl:30][c:31]1[c:32]([B:37]([OH:38])[OH:39])[cH:33][cH:34][cH:35][cH:36]1.[cH:24]1[cH:25][cH:26][cH:27][cH:28][cH:29]1>>[C:2]1([c:32]2[c:31]([Cl:30])[cH:36][cH:35][cH:34][cH:33]2)=[N:8][CH2:7][C:6](=[O:9])[N:5]([CH3:10])[c:4]2[c:3]1[cH:14][c:13](-[c:15]1[cH:16][cH:17][cH:18][cH:19][cH:20]1)[cH:12][cH:11]2. Starting materials: C1CCNCC1, S, Cc1nsc(C(CCCCCC#N)C(=O)Nc2ccccc2)n1, c1ccncc1. The product is Cc1nsc(C(CCCCCC(N)=S)C(=O)Nc2ccccc2)n1. Reaction SMILES: [CH2:31]1[CH2:32][CH2:33][NH:34][CH2:35][CH2:36]1.[SH2:24].[c:1]1([NH:7][C:8]([CH:9]([CH2:10][CH2:11][CH2:12][CH2:13][CH2:14][C:15]#[N:16])[c:17]2[n:18][c:19]([CH3:22])[n:20][s:21]2)=[O:23])[cH:2][cH:3][cH:4][cH:5][cH:6]1.[cH:25]1[cH:26][cH:27][n:28][cH:29][cH:30]1>>[c:1]1([NH:7][C:8]([CH:9]([CH2:10][CH2:11][CH2:12][CH2:13][CH2:14][C:15]([NH2:16])=[S:24])[c:17]2[n:18][c:19]([CH3:22])[n:20][s:21]2)=[O:23])[cH:2][cH:3][cH:4][cH:5][cH:6]1. Reactants: O1CCCC1 (tetrahydrofuran), COC([C@@H]1N(C(CC1)=O)C(=O)OC(C)(C)C)=O (N-BOC (D)-pyroglutamic acid methyl ester), C[Si](C)(C)C=[N+]=[N-] (trimethylsilyidiazomethane), solution, C(CCC)[Li] (n-butyllithium), solution, O1CCCC1 (tetrahydrofuran), [NH4+].[Cl-] (NH4Cl). The solvent is CCCCCC (hexane), CCCCCC (hexane). Run at time 30 minute. Yields the product COC(C(CC(C=[N+]=[N-])=O)NC(=O)OC(C)(C)C)=O (2-tert-butoxycarbonylamino-5-diazo-4-oxo-pentanoic acid methyl ester). As a reaction SMILES: C[Si]([CH:5]=[N+:6]=[N-:7])(C)C.C([Li])CCC.[CH3:13][O:14][C:15](=[O:29])[C@H:16]1[CH2:20][CH2:19]C(=O)[N:17]1[C:22]([O:24][C:25]([CH3:28])([CH3:27])[CH3:26])=[O:23].[NH4+].[Cl-].[O:32]1CCCC1>CCCCCC>[CH3:13][O:14][C:15](=[O:29])[CH:16]([NH:17][C:22]([O:24][C:25]([CH3:28])([CH3:27])[CH3:26])=[O:23])[CH2:20][C:19](=[O:32])[CH:5]=[N+:6]=[N-:7] |f:3.4|. Reported procedure: To a solution of trimethylsilyidiazomethane (1.24 mL of a 2M solution in hexane, 2.5 mmol) in 12 mL of tetrahydrofuran at −100° C. was added n-butyllithium (1.01 mL of a 2.5 M solution in hexane, 2.5 mmol). After stirring for 30 min, the solution was transferred via an insulated cannula to a −100° C. solution of N-BOC (D)-pyroglutamic acid methyl ester (0.50 g, 2.1 mmol) in 21 mL of tetrahydrofuran. After stirring for 20 min, the mixture was poured into saturated aqueous NH4Cl, extracted twice w... The reactants are CC#N, O=Cc1ccc(O)c(F)c1F, CC(=O)c1ccc(-c2ccc(C(F)(F)F)cc2)s1. Yields the product O=C(C=Cc1ccc(O)c(F)c1F)c1ccc(-c2ccc(C(F)(F)F)cc2)s1. Reaction SMILES: [CH3:30][C:31]#[N:32].[F:19][c:20]1[c:21]([CH:22]=[O:23])[cH:24][cH:25][c:26]([OH:29])[c:27]1[F:28].[F:1][C:2]([c:3]1[cH:4][cH:5][c:6](-[c:9]2[cH:10][cH:11][c:12]([C:14]([CH3:15])=[O:16])[s:13]2)[cH:7][cH:8]1)([F:17])[F:18]>>[F:1][C:2]([c:3]1[cH:4][cH:5][c:6](-[c:9]2[cH:10][cH:11][c:12]([C:14]([CH:15]=[CH:22][c:21]3[c:20]([F:19])[c:27]([F:28])[c:26]([OH:29])[cH:25][cH:24]3)=[O:16])[s:13]2)[cH:7][cH:8]1)([F:17])[F:18]. Starting materials: CC(C)(C)OC(=O)N1CCCC(NC(=O)c2cn(-c3cccc(F)c3)cc2NC(N)=O)C1, NCCCO. Product: CC(C)(C)OC(=O)N1CCCC(NC(=O)c2cn(-c3cccc(F)c3)cc2NC(=O)NCCCO)C1. As a reaction SMILES: [C:1]([CH3:2])([CH3:3])([CH3:4])[O:5][C:6](=[O:7])[N:8]1[CH2:9][CH:10]([NH:14][C:15](=[O:16])[c:17]2[cH:18][n:19](-[c:26]3[cH:27][c:28]([F:32])[cH:29][cH:30][cH:31]3)[cH:20][c:21]2[NH:22][C:23](=[O:24])[NH2:25])[CH2:11][CH2:12][CH2:13]1.[NH2:33][CH2:34][CH2:35][CH2:36][OH:37]>>[C:1]([CH3:2])([CH3:3])([CH3:4])[O:5][C:6](=[O:7])[N:8]1[CH2:9][CH:10]([NH:14][C:15](=[O:16])[c:17]2[cH:18][n:19](-[c:26]3[cH:27][c:28]([F:32])[cH:29][cH:30][cH:31]3)[cH:20][c:21]2[NH:22][C:23](=[O:24])[NH:25][CH2:34][CH2:35][CH2:36][OH:37])[CH2:11][CH2:12][CH2:13]1. The product is C1(=CC=CC=C1)C1=CC=CC=2C3=C(OC21)C(=CC=C3)B(O)O ((6-phenyldibenzo[b,d]furan-4-yl)boronic acid). Isolated yield 84.8%. Conditions: time 5 hour. Run in C1CCOC1 (THF). Reaction SMILES: C([Li])CCC.[C:6]1([C:12]2[C:17]3[O:18][C:19]4[CH:24]=[CH:23][CH:22]=[CH:21][C:20]=4[C:16]=3[CH:15]=[CH:14][CH:13]=2)[CH:11]=[CH:10][CH:9]=[CH:8][CH:7]=1.[B:25](OC)([O:28]C)[O:26]C.[NH4+].[OH-]>C1COCC1>[C:6]1([C:12]2[C:17]3[O:18][C:19]4[C:24]([B:25]([OH:28])[OH:26])=[CH:23][CH:22]=[CH:21][C:20]=4[C:16]=3[CH:15]=[CH:14][CH:13]=2)[CH:7]=[CH:8][CH:9]=[CH:10][CH:11]=1 |f:3.4|. Reactants: [NH4+].[OH-] (NH4OH), C(CCC)[Li] (n-Butyllithium), C1(=CC=CC=C1)C1=CC=CC2=C1OC1=C2C=CC=C1 (4-phenyldibenzo[b,d]furan), B(OC)(OC)OC (Trimethyl borate). Procedure: n-Butyllithium (13.51 mL, 33.8 mmol) was added dropwise to 4-phenyldibenzo[b,d]furan (3.3 g, 13.51 mmol) in 80 mL dry THF at −78° C. This reaction mixture was allowed to stir at room temperature for 5 hours and then cooled to −78° C. again. Trimethyl borate (4.52 mL, 40.5 mmol) was added slowly to the reaction. The reaction mixture was allowed to warm up to room temperature gradually over night with stirring. The mixture was poured into 50 mL of NH4OH solution with ice. The aqueous mixture was e...